Dataset: the Open Reaction Database (ORD), a public repository of structured organic reaction records. Task: describe an organic reaction: reactants, conditions, products, and yield Starting materials: ClC1=C(N)C(=CC=C1C)Cl (2,6-dichloro-3-methylaniline), CC1=NC(=NC(=C1)C)S(=O)(=O)F (4,6-dimethyl-2-pyrimidinesulfonyl fluoride). Yields the product ClC1=C(C(=CC=C1C)Cl)NS(=O)(=O)C1=NC(=CC(=N1)C)C (N-(2,6-Dichloro-3-methylphenyl)-4,6-dimethyl-2-pyrimidinesulfonamide). As a reaction SMILES: [Cl:1][C:2]1[C:8]([CH3:9])=[CH:7][CH:6]=[C:5]([Cl:10])[C:3]=1[NH2:4].[CH3:11][C:12]1[CH:17]=[C:16]([CH3:18])[N:15]=[C:14]([S:19](F)(=[O:21])=[O:20])[N:13]=1>>[Cl:1][C:2]1[C:8]([CH3:9])=[CH:7][CH:6]=[C:5]([Cl:10])[C:3]=1[NH:4][S:19]([C:14]1[N:13]=[C:12]([CH3:11])[CH:17]=[C:16]([CH3:18])[N:15]=1)(=[O:20])=[O:21]. Procedure details: This material was prepared from 2,6-dichloro-3-methylaniline and 4,6-dimethyl-2-pyrimidinesulfonyl fluoride following the general procedure described in Example 2. The desired product was isolated as a solid, m.p. 234°-235°. NMR (90 MHZ) D6 -Acetone: δ 7.4 (d, 2H), 7.3 (s, 1H), 2.5 (s, 6H) and 2.3 (s, 3H). The reactants are NC1=C(C=CC=C1)NC(=O)C1=CC2=C(CNCC2)S1 (N-(2-aminophenyl)-4,5,6,7-tetrahydrothieno[2,3-c]pyridine-2-carboxamide), COC=1C=C(OCC(=O)O)C=CC1 ((3-Methoxy-phenoxy)-acetic acid), ON1N=NC2=C1C=CC=C2 (1-hydroxybenzotriazole), C(C)N=C=NCCCN(C)C (1-ethyl-3-(3′-dimethylaminopropyl)carbodiimide), CN1CCOCC1 (N-methylmorpholine). Run in CN(C)C=O (DMF). Conditions: temperature 0 celsius, time 8 hour. Product: NC1=C(C=CC=C1)NC(=O)C1=CC2=C(CN(CC2)C(COC2=CC(=CC=C2)OC)=O)S1 (N-(2-aminophenyl)-6-[(3-methoxyphenoxy)acetyl]-4,5,6,7-tetrahydrothieno[2,3-c]pyridine-2-carboxamide). Reaction SMILES: [CH3:1][O:2][C:3]1[CH:4]=[C:5]([CH:11]=[CH:12][CH:13]=1)[O:6][CH2:7][C:8]([OH:10])=O.ON1C2C=CC=CC=2N=N1.C(N=C=NCCCN(C)C)C.CN1CCOCC1.[NH2:42][C:43]1[CH:48]=[CH:47][CH:46]=[CH:45][C:44]=1[NH:49][C:50]([C:52]1[S:60][C:55]2[CH2:56][NH:57][CH2:58][CH2:59][C:54]=2[CH:53]=1)=[O:51]>CN(C=O)C>[NH2:42][C:43]1[CH:48]=[CH:47][CH:46]=[CH:45][C:44]=1[NH:49][C:50]([C:52]1[S:60][C:55]2[CH2:56][N:57]([C:8](=[O:10])[CH2:7][O:6][C:5]3[CH:11]=[CH:12][CH:13]=[C:3]([O:2][CH3:1])[CH:4]=3)[CH2:58][CH2:59][C:54]=2[CH:53]=1)=[O:51]. Procedure details: To the solution of (3-Methoxy-phenoxy)-acetic acid (1.0 mmol) in dry DMF (10 mL), were added 1-hydroxybenzotriazole (1.2 mmol), 1-ethyl-3-(3′-dimethylaminopropyl)carbodiimide (2 mmol) and N-methylmorpholine (2.0 mmol). Solution was cooled to 0° C. N-(2-aminophenyl)-4,5,6,7-tetrahydrothieno[2,3-c]pyridine-2-carboxamide (1.0 eq) obtained in step VII of example 216 was then added and mixture was stirred at room temperature overnight.